This data is from the Open Reaction Database (ORD), a public repository of structured organic reaction records. The task is: describe an organic reaction: reactants, conditions, products, and yield The reactants are COC(=O)c1nccnc1N, CCOC(C)=O, O=S(=O)(Cl)c1ccc(Cl)c(C(F)(F)F)c1, c1ccncc1. Yields the product COC(=O)c1nccnc1NS(=O)(=O)c1ccc(Cl)c(C(F)(F)F)c1. RXN SMILES: [CH3:1][O:2][C:3](=[O:4])[c:5]1[n:6][cH:7][cH:8][n:9][c:10]1[NH2:11].[CH3:33][CH2:34][O:35][C:36](=[O:37])[CH3:38].[Cl:12][c:13]1[c:14]([C:23]([F:24])([F:25])[F:26])[cH:15][c:16]([S:19](=[O:20])(=[O:21])[Cl:22])[cH:17][cH:18]1.[cH:27]1[cH:28][cH:29][n:30][cH:31][cH:32]1>>[CH3:1][O:2][C:3](=[O:4])[c:5]1[n:6][cH:7][cH:8][n:9][c:10]1[NH:11][S:19]([c:16]1[cH:15][c:14]([C:23]([F:24])([F:25])[F:26])[c:13]([Cl:12])[cH:18][cH:17]1)(=[O:20])=[O:21]. Starting materials: FC=1C=CC=2N(C1)C(=NN2)C(C)(C)N(C)C ([1-(6-Fluoro-[1,2,4]triazolo[4,3-a]pyridin-3-yl)-1-methyl-ethyl]-dimethyl-amine), [H-].[Na+] (NaH), N[C@H]1CC[C@H](C2=CC=CC=C12)O ((1R,4S)-4-Amino-1,2,3,4-tetrahydro-naphthalen-1-ol), N (NH3). Run in C(Cl)Cl (DCM), CN(C)C=O (DMF), CO (MeOH), CN(C)C=O (DMF). Reaction conditions: temperature 60 celsius, time 20 minute. Product: CN(C(C)(C)C1=NN=C2N1C=C(C=C2)O[C@@H]2CC[C@@H](C1=CC=CC=C21)N)C ((1S,4R)-4-[3-(1-Dimethylamino-1-methyl-ethyl)-[1,2,4]triazolo[4,3-a]pyridin-6-yloxy]-1,2,3,4-tetrahydro-naphthalen-1-ylamine). The yield is 46.9%. RXN SMILES: [H-].[Na+].[NH2:3][C@@H:4]1[C:13]2[C:8](=[CH:9][CH:10]=[CH:11][CH:12]=2)[C@H:7]([OH:14])[CH2:6][CH2:5]1.F[C:16]1[CH:17]=[CH:18][C:19]2[N:20]([C:22]([C:25]([N:28]([CH3:30])[CH3:29])([CH3:27])[CH3:26])=[N:23][N:24]=2)[CH:21]=1.N>CN(C=O)C.CO.C(Cl)Cl>[CH3:30][N:28]([CH3:29])[C:25]([C:22]1[N:20]2[CH:21]=[C:16]([O:14][C@H:7]3[C:8]4[C:13](=[CH:12][CH:11]=[CH:10][CH:9]=4)[C@@H:4]([NH2:3])[CH2:5][CH2:6]3)[CH:17]=[CH:18][C:19]2=[N:24][N:23]=1)([CH3:27])[CH3:26] |f:0.1|. Procedure details: To a suspension of NaH (60% in mineral oil, 112 mg, 2.80 mmol) in DMF (2.50 mL) was added Intermediate A (114 mg, 0.70 mmol) and the reaction stirred for 20 min. Intermediate 76b (153 mg, 0.70 mmol) was added in DMF (2.50 mL) and the reaction heated to 60° C. for 1 h. The reaction was cooled and quenched by dropwise addition of methanol, before being diluted with methanol and loaded onto an SCX-2 cartridge, which was washed with MeOH. The product was eluted with 2M NH3 in MeOH; concentration in ... Reactants: NC1=C(C=CC=C1)NC(C1=CC=C(C=C1)CN1C(C2=CC=CC(=C2C1)Br)=O)=O (N-(2-aminophenyl)-4-((4-bromo-1-oxoisoindolin-2-yl)methyl)benzamide), FC=1C=C(C=C(C1)F)B(O)O (3,5-difluorophenyl boronic acid). Product: NC1=C(C=CC=C1)NC(C1=CC=C(C=C1)CN1C(C2=CC=CC(=C2C1)C1=CC(=CC(=C1)F)F)=O)=O (N-(2-aminophenyl)-4-((4-(3,5-difluorophenyl)-1-oxoisoindolin-2-yl)methyl)benzamide). The yield is 82.0%. As a reaction SMILES: [NH2:1][C:2]1[CH:7]=[CH:6][CH:5]=[CH:4][C:3]=1[NH:8][C:9](=[O:28])[C:10]1[CH:15]=[CH:14][C:13]([CH2:16][N:17]2[CH2:25][C:24]3[C:19](=[CH:20][CH:21]=[CH:22][C:23]=3Br)[C:18]2=[O:27])=[CH:12][CH:11]=1.[F:29][C:30]1[CH:31]=[C:32](B(O)O)[CH:33]=[C:34]([F:36])[CH:35]=1>>[NH2:1][C:2]1[CH:7]=[CH:6][CH:5]=[CH:4][C:3]=1[NH:8][C:9](=[O:28])[C:10]1[CH:15]=[CH:14][C:13]([CH2:16][N:17]2[CH2:25][C:24]3[C:19](=[CH:20][CH:21]=[CH:22][C:23]=3[C:32]3[CH:31]=[C:30]([F:29])[CH:35]=[C:34]([F:36])[CH:33]=3)[C:18]2=[O:27])=[CH:12][CH:11]=1. Procedure: The procedure of Example 2 was repeated except for using N-(2-aminophenyl)-4-((4-bromo-1-oxoisoindolin-2-yl)methyl)benzamide obtained in Example 9 instead of N-(2-aminophenyl)-4-((4-bromo-5,6-dimethoxy-1-oxoisoindolin-2-yl)methyl)benzamide, and 3,5-difluorophenyl boronic acid instead of phenyl boronic acid to obtain the title compound (82%). Reactants: O, OCCCP(CCCO)CCCO, O=P(O)(O)O. Yields the product O=P(CCCO)(CCCO)CCCO. RXN SMILES: [OH2:19].[OH:6][CH2:7][CH2:8][CH2:9][P:10]([CH2:11][CH2:12][CH2:13][OH:14])[CH2:15][CH2:16][CH2:17][OH:18].[P:1]([OH:2])(=[O:3])([OH:4])[OH:5]>>[O:2]=[P:10]([CH2:9][CH2:8][CH2:7][OH:6])([CH2:11][CH2:12][CH2:13][OH:14])[CH2:15][CH2:16][CH2:17][OH:18]. Reactants: CC(C)C1OCC(C(=O)O)CO1, [Cl-], Nc1c(I)c(C(=O)Cl)c(I)c(C(=O)Cl)c1I. Yields the product CC(C)C1OCC(C(=O)Nc2c(I)c(C(=O)Cl)c(I)c(C(=O)Cl)c2I)CO1. As a reaction SMILES: [CH:18]([CH3:19])([CH3:20])[CH:21]1[O:22][CH2:23][CH:24]([C:27](=[O:28])[OH:29])[CH2:25][O:26]1.[Cl-:17].[NH2:1][c:2]1[c:3]([I:16])[c:4]([C:13](=[O:14])[Cl:15])[c:5]([I:12])[c:6]([C:7](=[O:8])[Cl:9])[c:10]1[I:11]>>[NH:1]([c:2]1[c:3]([I:16])[c:4]([C:13](=[O:14])[Cl:15])[c:5]([I:12])[c:6]([C:7](=[O:8])[Cl:9])[c:10]1[I:11])[C:27]([CH:24]1[CH2:23][O:22][CH:21]([CH:18]([CH3:19])[CH3:20])[O:26][CH2:25]1)=[O:28]. The reactants are C(C1CO1)CC(=O)N ((±)-glycidylacetamide), C(=O)(OC)NC1=CC(=C(C=C1)N1CCOCC1)F (N-Carbomethoxy-3-fluoro-4-morpholinylaniline), CC(C)([O-])C.[Li+] (lithium t-butoxide). Run in C1CCOC1 (THF). Run at time 17.5 hour. The product is FC=1C=C(C=CC1N1CCOCC1)N1C(OC(C1)CNC(C)=O)=O ((±)-N-[[3-(3-fluoro-4-morpholinylphenyl)-2-oxo-5-oxazolidinyl]methyl]acetamide). The yield is 80.0%. Reaction SMILES: C([CH2:5][C:6]([NH2:8])=[O:7])C1OC1.[C:9]([NH:13][C:14]1[CH:19]=[CH:18][C:17]([N:20]2[CH2:25][CH2:24][O:23][CH2:22][CH2:21]2)=[C:16]([F:26])[CH:15]=1)([O:11]C)=O.[CH3:27][C:28](C)([O-:30])[CH3:29].[Li+]>C1COCC1>[F:26][C:16]1[CH:15]=[C:14]([N:13]2[CH2:27][CH:28]([CH2:29][NH:8][C:6](=[O:7])[CH3:5])[O:30][C:9]2=[O:11])[CH:19]=[CH:18][C:17]=1[N:20]1[CH2:25][CH2:24][O:23][CH2:22][CH2:21]1 |f:2.3|. Procedure details: To a solution of (±)-glycidylacetamide (VIIIB, EXAMPLE 11, 0.1571 g, 1.365 mmol) in THF (1.63 ml) at −78° is added N-carbomethoxy-3-fluoro-4-morpholinylaniline (IX, PREPARATION 2, 0.4358 g, 1.71 mmol, 1.26 eq) and lithium t-butoxide (0.1267 g, 1.583 mmol, 1.16 eq). The reaction mixture is then stirred at 0 to 11° for 17.5 hrs at which point HPLC showes an 80% yield of (±)-N-[[3-(3-fluoro-4-morpholinylphenyl)-2-oxo-5-oxazolidinyl]methyl]acetamide (retention time=0.97 min; method B; Stationary pha... Reactants: CCO, COc1ccc2c(c1)CCc1c(C#N)cccc1S2, [K+], [OH-], O. Product: COc1ccc2c(c1)CCc1c(cccc1C(=O)O)S2. Reaction SMILES: [CH3:23][CH2:24][OH:25].[CH3:3][O:4][c:5]1[cH:6][c:7]2[c:8]([cH:20][cH:21]1)[S:9][c:10]1[c:11]([c:14]([C:18]#[N:19])[cH:15][cH:16][cH:17]1)[CH2:12][CH2:13]2.[K+:2].[OH-:1].[OH2:22]>>[O:1]=[C:18]([c:14]1[c:11]2[c:10]([cH:17][cH:16][cH:15]1)[S:9][c:8]1[c:7]([cH:6][c:5]([O:4][CH3:3])[cH:21][cH:20]1)[CH2:13][CH2:12]2)[OH:22]. Reactants: [Li]CCCC, C1CCOC1, COC(=O)c1ccc(Br)s1, CCOC(C)=O, [Cl-], [Cl-], ClCCl, O=C1C(Cc2c(Cl)cc(OS(=O)(=O)C(F)(F)F)cc2Cl)CCN1C1CCCCC1, [Zn+2]. The product is COC(=O)c1ccc(-c2cc(Cl)c(CC3CCN(C4CCCCC4)C3=O)c(Cl)c2)s1. RXN SMILES: [CH2:11]([Li:12])[CH2:13][CH2:14][CH3:15].[CH2:48]1[O:49][CH2:50][CH2:51][CH2:52]1.[CH3:1][O:2][C:3](=[O:4])[c:5]1[s:6][c:7]([Br:10])[cH:8][cH:9]1.[CH3:53][CH2:54][O:55][C:56](=[O:57])[CH3:58].[Cl-:59].[Cl-:61].[Cl:45][CH2:46][Cl:47].[F:16][C:17]([F:18])([F:19])[S:20]([O:21][c:22]1[cH:23][c:24]([Cl:42])[c:25]([CH2:29][CH:30]2[C:31](=[O:41])[N:32]([CH:35]3[CH2:36][CH2:37][CH2:38][CH2:39][CH2:40]3)[CH2:33][CH2:34]2)[c:26]([Cl:28])[cH:27]1)(=[O:43])=[O:44].[Zn+2:60]>>[CH3:1][O:2][C:3](=[O:4])[c:5]1[s:6][c:7](-[c:22]2[cH:23][c:24]([Cl:42])[c:25]([CH2:29][CH:30]3[C:31](=[O:41])[N:32]([CH:35]4[CH2:36][CH2:37][CH2:38][CH2:39][CH2:40]4)[CH2:33][CH2:34]3)[c:26]([Cl:28])[cH:27]2)[cH:8][cH:9]1. Reactants: O (Water), [N+](=O)([O-])C=1C=C(C=C(C(=O)O)C1)C(=O)O (5-nitroisophthalic acid), BrCCCCCCCCCCCCCC (1-bromotetradecane), C([O-])([O-])=O.[K+].[K+] (potassium carbonate). Solvent: CN(C)C=O (DMF). Yields the product C(CCCCCCCCCCCCC)OC(=O)C1=CC(=CC(=C1)[N+](=O)[O-])C(=O)OCCCCCCCCCCCCCC (5-nitro-1,3-benzenedicarboxylic acid ditetradecyl ester). Yield: 74.0%. As a reaction SMILES: [N+:1]([C:4]1[CH:5]=[C:6]([C:13]([OH:15])=[O:14])[CH:7]=[C:8]([CH:12]=1)[C:9]([OH:11])=[O:10])([O-:3])=[O:2].Br[CH2:17][CH2:18][CH2:19][CH2:20][CH2:21][CH2:22][CH2:23][CH2:24][CH2:25][CH2:26][CH2:27][CH2:28][CH2:29][CH3:30].C(=O)([O-])[O-].[K+].[K+].O>CN(C=O)C>[CH2:17]([O:14][C:13]([C:6]1[CH:5]=[C:4]([N+:1]([O-:3])=[O:2])[CH:12]=[C:8]([C:9]([O:11][CH2:30][CH2:29][CH2:28][CH2:27][CH2:26][CH2:25][CH2:24][CH2:23][CH2:22][CH2:21][CH2:20][CH2:19][CH2:18][CH3:17])=[O:10])[CH:7]=1)=[O:15])[CH2:18][CH2:19][CH2:20][CH2:21][CH2:22][CH2:23][CH2:24][CH2:25][CH2:26][CH2:27][CH2:28][CH2:29][CH3:30] |f:2.3.4|. Procedure details: A mixture of 1.0 g (4.7 mmol) of 5-nitroisophthalic acid, 3.1 ml (10.3 mmol) of 1-bromotetradecane and 2.0 g (15 mmol) of potassium carbonate in 40 ml of anhydrous DMF was stirred and heated at 100° for 20 hours. Water was added to the cooled reaction mixture and the resultant solid was filtered and recrystallized from methylene chloride-methanol to give 2.1 g (74% yield, mp 60°-61°) of 5-nitro-1,3-benzenedicarboxylic acid ditetradecyl ester. Procedure: A solution of 6-iodo-3-(4-methoxy-benzyl)-3H-quinazolin-4-one (0.69 g, 1.75 mmol), malonic acid diethyl ester (0.56 g, 3.49 mmol), copper iodide (0.016 g, 0.090 mmol), biphenyl-2-ol (0.029 g, 0.175 mmol) and cesium carbonate (0.86 g, 2.63 mmol) in THF (10 mL) was heated to 70° C. in a sealed tube for 24 hours. The solution was then cooled to room temperature, saturated sodium bicarbonate was added and the crude product was extracted from ethyl acetate. The product was purified via silica gel col... The reagents and catalysts are [Cu](I)I (copper iodide). Reactants: C([O-])(O)=O.[Na+] (sodium bicarbonate), IC=1C=C2C(N(C=NC2=CC1)CC1=CC=C(C=C1)OC)=O (6-iodo-3-(4-methoxy-benzyl)-3H-quinazolin-4-one), C(C)OC(CC(=O)OCC)=O (malonic acid diethyl ester), C=1(C(=CC=CC1)O)C1=CC=CC=C1 (biphenyl-2-ol), C([O-])([O-])=O.[Cs+].[Cs+] (cesium carbonate). Isolated yield 68.7%. Reaction SMILES: I[C:2]1[CH:3]=[C:4]2[C:9](=[CH:10][CH:11]=1)[N:8]=[CH:7][N:6]([CH2:12][C:13]1[CH:18]=[CH:17][C:16]([O:19][CH3:20])=[CH:15][CH:14]=1)[C:5]2=[O:21].[CH2:22]([O:24][C:25](=[O:32])[CH2:26][C:27]([O:29][CH2:30][CH3:31])=[O:28])[CH3:23].C1(C2C=CC=CC=2)C(O)=CC=CC=1.C(=O)([O-])[O-].[Cs+].[Cs+].C(=O)(O)[O-].[Na+]>C1COCC1.[Cu](I)I>[CH2:22]([O:24][C:25](=[O:32])[CH:26]([C:2]1[CH:3]=[C:4]2[C:9](=[CH:10][CH:11]=1)[N:8]=[CH:7][N:6]([CH2:12][C:13]1[CH:18]=[CH:17][C:16]([O:19][CH3:20])=[CH:15][CH:14]=1)[C:5]2=[O:21])[C:27]([O:29][CH2:30][CH3:31])=[O:28])[CH3:23] |f:3.4.5,6.7|. Run in C1CCOC1 (THF). The product is C(C)OC(C(C(=O)OCC)C=1C=C2C(N(C=NC2=CC1)CC1=CC=C(C=C1)OC)=O)=O (2-[3-(4-methoxy-benzyl)-4-oxo-3,4-dihydro-quinazolin-6-yl]-malonic acid diethyl ester).